This data is from the Open Reaction Database (ORD), a public repository of structured organic reaction records. The task is: describe an organic reaction: reactants, conditions, products, and yield Starting materials: Cl (HCl), ClC=1C=C(C=CC1)CCOCC(=N)NC(=O)C1=C(N=NC(=C1)Cl)Cl (3,6-dichloro-pyridazine-4-carboxylic acid{2-[2-(3-chloro-phenyl)-ethoxy]-1-imino-ethyl}-amide), C(=O)([O-])[O-].[K+].[K+] (K2CO3), O (water). Run in CN(C)C=O (DMF). Reaction conditions: temperature 100 celsius. The product is ClC1=CC2=C(N=N1)N=C(NC2=O)COCCC2=CC(=CC=C2)Cl (3-Chloro-7-[2-(3-chloro-phenyl)-ethoxymethyl]-6H-pyrimido[4,5-c]pyridazin-5-one). The yield is 0.6%. Reaction SMILES: [Cl:1][C:2]1[CH:3]=[C:4]([CH2:8][CH2:9][O:10][CH2:11][C:12]([NH:14][C:15]([C:17]2[CH:22]=[C:21]([Cl:23])[N:20]=[N:19][C:18]=2Cl)=[O:16])=[NH:13])[CH:5]=[CH:6][CH:7]=1.C([O-])([O-])=O.[K+].[K+].O.Cl>CN(C=O)C>[Cl:23][C:21]1[N:20]=[N:19][C:18]2[N:13]=[C:12]([CH2:11][O:10][CH2:9][CH2:8][C:4]3[CH:5]=[CH:6][CH:7]=[C:2]([Cl:1])[CH:3]=3)[NH:14][C:15](=[O:16])[C:17]=2[CH:22]=1 |f:1.2.3|. Procedure details: A mixture of crude 3,6-dichloro-pyridazine-4-carboxylic acid{2-[2-(3-chloro-phenyl)-ethoxy]-1-imino-ethyl}-amide (170 mg) and K2CO3 (121 mg, 0.877 mmol) in DMF (2 ml) was heated to 100° C. for 2 h. Then water was added and the pH was adjusted to 2 by addition of 0.1 N HCl. The resulting mixture was extracted two times with CH2Cl2 and the combined extracts were washed with water and brine, dried (Na2SO4) and evaporated. The remaining residue was purified by column chromatography (silica gel, CH2C... Reactants: C1CCOC1, CCCC[N+](CCCC)(CCCC)CCCC, CC(C)[Si](C#Cc1ccn2ccnc2c1)(C(C)C)C(C)C, [F-]. The product is C#Cc1ccn2ccnc2c1. RXN SMILES: [CH2:40]1[O:41][CH2:42][CH2:43][CH2:44]1.[CH3:23][CH2:24][CH2:25][CH2:26][N+:27]([CH2:28][CH2:29][CH2:30][CH3:31])([CH2:32][CH2:33][CH2:34][CH3:35])[CH2:36][CH2:37][CH2:38][CH3:39].[CH:1]([Si:2]([CH:3]([CH3:4])[CH3:5])([CH:6]([CH3:7])[CH3:8])[C:11]#[C:12][c:13]1[cH:14][c:15]2[n:16]([cH:17][cH:18]1)[cH:19][cH:20][n:21]2)([CH3:9])[CH3:10].[F-:22]>>[CH:11]#[C:12][c:13]1[cH:14][c:15]2[n:16]([cH:17][cH:18]1)[cH:19][cH:20][n:21]2. Reactants: BrCC(=O)OCC (Ethyl bromoacetate), N1CCNCCC1 (homopiperazine). Solvent: CN(C=O)C (N,N-dimethylformamide). Conditions: time 4 hour. Product: C(C)OC(CN1CCNCCC1)=O (homopiperazine-acetic acid ethyl ester). Yield: 13.7%. As a reaction SMILES: Br[CH2:2][C:3]([O:5][CH2:6][CH3:7])=[O:4].[NH:8]1[CH2:14][CH2:13][CH2:12][NH:11][CH2:10][CH2:9]1>CN(C)C=O>[CH2:6]([O:5][C:3](=[O:4])[CH2:2][N:8]1[CH2:14][CH2:13][CH2:12][NH:11][CH2:10][CH2:9]1)[CH3:7]. Procedure details: Ethyl bromoacetate (3.7 g, 18.4 mmol, Aldrich) was added in portions to a solution of homopiperazine (2.76 g, 27.6 mmol, Avocado) in N,N-dimethylformamide (15 mL) at room temperature over 1.5 h. The mixture was then stirred for additional 4 h followed by an aqueous workup. The crude was purified by column flash chromatography to give homopiperazine-acetic acid ethyl ester (471 mg). Reactants: Cl.Cl.N1=C(C=CC=C1)C1=CN2CCC1CC2 (3-(2-pyridinyl)-1-azabicyclo[2.2.2]oct-2-ene dihydrochloride). The reagents and catalysts are [Pd] (palladium on carbon). The solvent is CO (methanol). Yields the product N1=C(C=CC=C1)C1CN2CCC1CC2 (3-(2-Pyridinyl)-1-azabicyclo[2.2.2] octane). Yield: 39.8%. RXN SMILES: Cl.Cl.[N:3]1[CH:8]=[CH:7][CH:6]=[CH:5][C:4]=1[C:9]1[CH:14]2[CH2:15][CH2:16][N:11]([CH2:12][CH2:13]2)[CH:10]=1>CO.[Pd]>[N:3]1[CH:8]=[CH:7][CH:6]=[CH:5][C:4]=1[CH:9]1[CH:14]2[CH2:15][CH2:16][N:11]([CH2:12][CH2:13]2)[CH2:10]1 |f:0.1.2|. Procedure details: A solution of 3-(2-pyridinyl)-1-azabicyclo[2.2.2]oct-2-ene dihydrochloride (0.28 g, prepared as in Example 5) in methanol (10 ml) was hydrogenated over 10% palladium on carbon (20 mg) in a Parr apparatus at 45 psi for 1 h. The suspension was filtered and concentrated. The crude product was recrystallised from methanol/ether to give 81 mg of the title compound as the dihydrochloride salt; m.p. 180°-190° C.; Found: C, 53.70; H, 7.04; N, 10.47. C12H18N2Cl2. 0.35 H2O requires C, 53.88; H, 7.05; N, 1... Reactants: C1(CC1)C1=CNC2=NC=CC(=C21)OC2=C(C=C(N)C=C2)F (4-[(3-cyclopropyl-1H-pyrrolo[2,3-b]pyridin-4-yl)oxy]-3-fluoroaniline), ClC1=NC(=NC(=C1)C(F)(F)F)N (4-chloro-6-(trifluoromethyl)pyrimidine-2-amine), [OH-].[Na+] (sodium hydroxide), ClC1=NC(=NC(=C1)C(F)(F)F)N (4-chloro-6-(trifluoromethyl)pyrimidine-2-amine), Cl (hydrochloric acid). Solvent: O (water). Yields the product C1(CC1)C1=CNC2=NC=CC(=C21)OC2=C(C=C(C=C2)NC2=NC(=NC(=C2)C(F)(F)F)N)F (N4-{4-[(3-Cyclopropyl-1H-pyrrolo[2,3-b]pyridin-4-yl)oxy]-3-fluorophenyl}-6-(trifluoromethyl)pyrimidine-2,4-diamine). RXN SMILES: [CH:1]1([C:4]2[C:12]3[C:7](=[N:8][CH:9]=[CH:10][C:11]=3[O:13][C:14]3[CH:20]=[CH:19][C:17]([NH2:18])=[CH:16][C:15]=3[F:21])[NH:6][CH:5]=2)[CH2:3][CH2:2]1.Cl[C:23]1[CH:28]=[C:27]([C:29]([F:32])([F:31])[F:30])[N:26]=[C:25]([NH2:33])[N:24]=1.Cl.[OH-].[Na+]>O>[CH:1]1([C:4]2[C:12]3[C:7](=[N:8][CH:9]=[CH:10][C:11]=3[O:13][C:14]3[CH:20]=[CH:19][C:17]([NH:18][C:23]4[CH:28]=[C:27]([C:29]([F:32])([F:30])[F:31])[N:26]=[C:25]([NH2:33])[N:24]=4)=[CH:16][C:15]=3[F:21])[NH:6][CH:5]=2)[CH2:3][CH2:2]1 |f:3.4|. Procedure details: 114 mg (0.40 mmol) of 4-[(3-cyclopropyl-1H-pyrrolo[2,3-b]pyridin-4-yl)oxy]-3-fluoroaniline and 95 mg (0.48 mmol) of 4-chloro-6-(trifluoromethyl)pyrimidine-2-amine are suspended in 3.5 ml of water. 0.52 ml (0.52 mmol) of 1N hydrochloric acid are added, and the mixture is heated at reflux overnight. Another 30 mg (0.15 mmol) of 4-chloro-6-(trifluoromethyl)pyrimidine-2-amine are then added, and the mixture is heated for another 6 hours. By addition of 1N aqueous sodium hydroxide solution, the pH is...